From a dataset of the Open Reaction Database (ORD), a public repository of structured organic reaction records. describe an organic reaction: reactants, conditions, products, and yield Starting materials: O=C([O-])[O-], CC#N, ON=Cc1ccccc1O, [Cs+], [Cs+], COc1cc(I)ccc1-n1cc(OC)c(=O)c(C(=O)N(C)OC)n1, O, c1cn[nH]c1. Yields the product COc1cc(-n2cccn2)ccc1-n1cc(OC)c(=O)c(C(=O)N(C)OC)n1. RXN SMILES: [C:40](=[O:41])([O-:42])[O-:43].[CH3:46][C:47]#[N:48].[CH:30](=[N:31][OH:32])[c:33]1[c:34]([OH:39])[cH:35][cH:36][cH:37][cH:38]1.[Cs+:44].[Cs+:45].[I:1][c:2]1[cH:3][c:4]([O:23][CH3:24])[c:5](-[n:8]2[n:9][c:10]([C:17](=[O:18])[N:19]([CH3:20])[O:21][CH3:22])[c:11](=[O:16])[c:12]([O:14][CH3:15])[cH:13]2)[cH:6][cH:7]1.[OH2:49].[nH:25]1[n:26][cH:27][cH:28][cH:29]1>>[c:2]1(-[n:25]2[n:26][cH:27][cH:28][cH:29]2)[cH:3][c:4]([O:23][CH3:24])[c:5](-[n:8]2[n:9][c:10]([C:17](=[O:18])[N:19]([CH3:20])[O:21][CH3:22])[c:11](=[O:16])[c:12]([O:14][CH3:15])[cH:13]2)[cH:6][cH:7]1.